This data is from the Open Reaction Database (ORD), a public repository of structured organic reaction records. The task is: describe an organic reaction: reactants, conditions, products, and yield The reactants are [OH-].[Na+] (sodium hydroxide), BrBr (bromine), [OH-].[Na+] (sodium hydroxide), [N+](=O)([O-])C=1C=C2C=NNC2=CC1 (5-nitro-1H-indazole), S(=O)(O)[O-].[Na+] (sodium hydrogensulfite). The solvent is O1CCOCC1 (dioxane). Reaction conditions: time 3.5 hour. Product: BrC1=NNC2=CC=C(C=C12)[N+](=O)[O-] (3-bromo-5-nitro-1H-indazole). The yield is 26.3%. Reaction SMILES: [Br:1]Br.[OH-].[Na+].[N+:5]([C:8]1[CH:9]=[C:10]2[C:14](=[CH:15][CH:16]=1)[NH:13][N:12]=[CH:11]2)([O-:7])=[O:6].S([O-])(O)=O.[Na+]>O1CCOCC1>[Br:1][C:11]1[C:10]2[C:14](=[CH:15][CH:16]=[C:8]([N+:5]([O-:7])=[O:6])[CH:9]=2)[NH:13][N:12]=1 |f:1.2,4.5|. Reported procedure: A solution of bromine (0.75 ml, 14.6 mmol) in a 2N-aqueous sodium hydroxide solution (20 ml) was added dropwise to a mixed solution of 5-nitro-1H-indazole (3.26 g, 20.0 mmol), dioxane (60 ml) and a 2N-aqueous sodium hydroxide solution (30 ml) at 0° C. and stirred at 0° C. for 30 minutes and then at room temperature for 3.5 hours. An aqueous sodium hydrogensulfite solution was added thereto until a solid was precipitated, to terminate the reaction, followed by extraction with ethyl acetate. The e... The reactants are C(#N)C=1C=CC(=NC1)C(NC(=O)NC1=CC(=CC=C1)C(F)(F)F)C1=C(CCCC1=O)O (1-((5-cyanopyridin-2-yl)(2-hydroxy-6-oxocyclohex-1-enyl)methyl)-3-(3-(trifluoromethyl)phenyl) urea), C(#N)C1=CC=C(C=C1)C(NC(=O)NC1=NC=CC(=C1)C(F)(F)F)C1=C(CCCC1=O)OC (1-((4-cyanophenyl)(2-methoxy-6-oxocyclohex-1-enyl)methyl)-3-(4-(trifluoromethyl)pyridin-2-yl)urea), C(#N)C1=CC=C(C=C1)C(NC(=O)NC1=NC=CC(=C1)C(F)(F)F)C1=C(CCCC1=O)OC (1-((4-cyanophenyl)(2-methoxy-6-oxocyclohex-1-enyl)methyl)-3-(4-(trifluoromethyl)pyridin-2-yl)urea), C(#N)C=1C=CC(=NC1)C(NC(=O)NC1=CC(=CC=C1)C(F)(F)F)C1=C(CCCC1=O)O (1-((5-cyanopyridin-2-yl)(2-hydroxy-6-oxocyclohex-1-enyl)methyl)-3-(3-(trifluoromethyl)phenyl) urea). Product: C(#N)C=1C=CC(=NC1)C(NC(=O)NC1=CC(=CC=C1)C(F)(F)F)C1=C(CCCC1=O)OC (1-((5-Cyanopyridin-2-yl)(2-methoxy-6-oxocyclohex-1-enyl)methyl)-3-(3-(trifluoromethyl)phenyl)urea). As a reaction SMILES: [C:1](C1C=CC(C(C2C(=O)CCCC=2OC)NC(NC2C=C(C(F)(F)F)C=CN=2)=O)=CC=1)#N.[C:33]([C:35]1[CH:36]=[CH:37][C:38]([CH:41]([C:56]2[C:61](=[O:62])[CH2:60][CH2:59][CH2:58][C:57]=2[OH:63])[NH:42][C:43]([NH:45][C:46]2[CH:51]=[CH:50][CH:49]=[C:48]([C:52]([F:55])([F:54])[F:53])[CH:47]=2)=[O:44])=[N:39][CH:40]=1)#[N:34]>>[C:33]([C:35]1[CH:36]=[CH:37][C:38]([CH:41]([C:56]2[C:57](=[O:63])[CH2:58][CH2:59][CH2:60][C:61]=2[O:62][CH3:1])[NH:42][C:43]([NH:45][C:46]2[CH:51]=[CH:50][CH:49]=[C:48]([C:52]([F:54])([F:55])[F:53])[CH:47]=2)=[O:44])=[N:39][CH:40]=1)#[N:34]. Procedure: The title compound is prepared in analogy to 1-((4-cyanophenyl)(2-methoxy-6-oxocyclohex-1-enyl)methyl)-3-(4-(trifluoromethyl)pyridin-2-yl)urea (intermediate 25) using 1-((5-cyanopyridin-2-yl)(2-hydroxy-6-oxocyclohex-1-enyl)methyl)-3-(3-(trifluoromethyl)phenyl) urea (intermediate 28, 330 mg, 0.767 mmol) as starting material. Yield: 203 mg; ESI mass spectrum [M+H]+=445, Retention time HPLC: 1.05 min (V011_S01). The reactants are O=S1(=O)CCN2C=CC=C(Br)C2=N1, O=C([O-])[O-], Cc1ccccc1, [Cs+], [Cs+], NC(=O)c1ccc2c(c1)OCCO2, CN(C)C=O, O=C(C=Cc1ccccc1)C=Cc1ccccc1, O=C(C=Cc1ccccc1)C=Cc1ccccc1, O=C(C=Cc1ccccc1)C=Cc1ccccc1, [Pd], [Pd]. Product: O=C(NC1=CC=CN2CCS(=O)(=O)N=C12)c1ccc2c(c1)OCCO2. Reaction SMILES: [Br:1][C:2]1=[CH:3][CH:4]=[CH:5][N:6]2[C:7]1=[N:8][S:9](=[O:12])(=[O:13])[CH2:10][CH2:11]2.[C:34](=[O:35])([O-:36])[O-:37].[CH3:14][c:15]1[cH:16][cH:17][cH:18][cH:19][cH:20]1.[Cs+:38].[Cs+:39].[O:21]1[c:22]2[c:23]([cH:27][c:28]([C:31](=[O:32])[NH2:33])[cH:29][cH:30]2)[O:24][CH2:25][CH2:26]1.[O:40]=[CH:41][N:42]([CH3:43])[CH3:44].[O:47]=[C:48]([CH:49]=[CH:50][c:51]1[cH:52][cH:53][cH:54][cH:55][cH:56]1)[CH:57]=[CH:58][c:59]1[cH:60][cH:61][cH:62][cH:63][cH:64]1.[O:65]=[C:66]([CH:67]=[CH:68][c:69]1[cH:70][cH:71][cH:72][cH:73][cH:74]1)[CH:75]=[CH:76][c:77]1[cH:78][cH:79][cH:80][cH:81][cH:82]1.[O:83]=[C:84]([CH:85]=[CH:86][c:87]1[cH:88][cH:89][cH:90][cH:91][cH:92]1)[CH:93]=[CH:94][c:95]1[cH:96][cH:97][cH:98][cH:99][cH:100]1.[Pd:45].[Pd:46]>>[C:2]1([NH:33][C:31]([c:28]2[cH:27][c:23]3[c:22]([cH:30][cH:29]2)[O:21][CH2:26][CH2:25][O:24]3)=[O:32])=[CH:3][CH:4]=[CH:5][N:6]2[C:7]1=[N:8][S:9](=[O:12])(=[O:13])[CH2:10][CH2:11]2. The product is O=S(NC1CCN(CCc2ccccc2)C1)C12CC3CC(CC(C3)C1)C2. Starting materials: O=S(Cl)C12CC3CC(CC(C3)C1)C2, NC1CCN(CCc2ccccc2)C1. Reaction SMILES: [C:1]12([S:11](=[O:12])[Cl:13])[CH2:2][CH:3]3[CH2:4][CH:5]([CH2:6][CH:7]([CH2:8]1)[CH2:9]3)[CH2:10]2.[NH2:14][CH:15]1[CH2:16][N:17]([CH2:20][CH2:21][c:22]2[cH:23][cH:24][cH:25][cH:26][cH:27]2)[CH2:18][CH2:19]1>>[C:1]12([S:11](=[O:12])[NH:14][CH:15]3[CH2:16][N:17]([CH2:20][CH2:21][c:22]4[cH:23][cH:24][cH:25][cH:26][cH:27]4)[CH2:18][CH2:19]3)[CH2:2][CH:3]3[CH2:4][CH:5]([CH2:6][CH:7]([CH2:8]1)[CH2:9]3)[CH2:10]2. Reaction SMILES: [CH3:19][OH:20].[N+:1]([O-:2])(=[O:3])[c:4]1[cH:5][cH:6][c:7](-[c:10]2[cH:11][cH:12][n:13][cH:14][cH:15]2)[cH:8][cH:9]1.[NH2:17][NH2:18].[OH2:16]>>[NH2:1][c:4]1[cH:5][cH:6][c:7](-[c:10]2[cH:11][cH:12][n:13][cH:14][cH:15]2)[cH:8][cH:9]1. Reactants: CO, O=[N+]([O-])c1ccc(-c2ccncc2)cc1, NN, O. Product: Nc1ccc(-c2ccncc2)cc1. Starting materials: N (ammonia), O (water), COC(=O)C1=C(C=CC(=C1C)[N+](=O)[O-])S(=O)(=O)Cl (2-methoxycarbonyl-3-methyl-4-nitrobenzenesulfonyl chloride). Run in O1CCCC1 (tetrahydrofuran). Run at temperature 25 celsius, time 3 hour. Product: CC1=C2C(NS(=O)(=O)C2=CC=C1[N+](=O)[O-])=O (4-Methyl-5-nitrosaccharin). As a reaction SMILES: [NH3:1].O.C[O:4][C:5]([C:7]1[C:12]([CH3:13])=[C:11]([N+:14]([O-:16])=[O:15])[CH:10]=[CH:9][C:8]=1[S:17](Cl)(=[O:19])=[O:18])=O>O1CCCC1>[CH3:13][C:12]1[C:11]([N+:14]([O-:16])=[O:15])=[CH:10][CH:9]=[C:8]2[C:7]=1[C:5](=[O:4])[NH:1][S:17]2(=[O:19])=[O:18]. Procedure details: 104 ml of 25% ammonia solution are initially taken, 100 ml of water are added and a solution of 48.7 g (0.166 mol) of 2-methoxycarbonyl-3-methyl-4-nitrobenzenesulfonyl chloride in 70 ml of tetrahydrofuran is then added dropwise at 10° C. After stirring at 25° C. for three hours, the mixture is concentrated on a rotary evaporator to remove water and THF. The residue which remains is stirred with ethyl acetate, filtered off with suction and washed with ethyl acetate. After drying under reduced pre... Reactants: C1=COC(=N1)N, C1=CC=NC(=C1)Cl. Reagents/catalysts: C(=O)([O-])[O-].[Cs+].[Cs+], CC1(C2=C(C(=CC=C2)P(C3=CC=CC=C3)C4=CC=CC=C4)OC5=C1C=CC=C5P(C6=CC=CC=C6)C7=CC=CC=C7)C, CC(=O)O.CC(=O)O.[Pd]. Run in C1COCCO1. Conditions: temperature 100 celsius. The product is C1=CC=NC(=C1)NC2=NC=CO2. The yield is 0.0%. Procedure details: Palladium(II) acetate (4.49 mg, 0.02 mmol) and 9,9-dimethyl-4,5-bis(diphenylphosphino)xanthene (0.017 g, 0.03 mmol) were mixed together in a reaction vessel and evacuated and purged with nitrogen 3 times. Dioxane (1 mL) was added and the resulting mixture was heated to to 50°C for 30 minutes.  oxazol-2-amine (0.101 g, 1.20 mmol) together with 2-chloropyridine (0.094 mL, 1.00 mmol) and cesium carbonate (0.456 g, 1.40 mmol) were placed in a second vessel, evacuated and purged with nitrogen 3 times... Reactants: Sulfoxide Sulfone Sulfone, C1(CC1)NC(C1=CC(=C(C=C1)C)C=1C2=C(N=C(N1)S(=O)(=O)C)N(C(C=C2)=O)C2=C(C=CC=C2F)F)=O (N-cyclopropyl-3-[8-(2,6-difluorophenyl)-2-(methylsulfonyl)-7-oxo-7,8-dihydropyrido[2,3-d]pyrimidin-4-yl]-4-methylbenzamide), N1CCC(CC1)N (4-piperidinamine). Product: NC1CCN(CC1)C=1N=C(C2=C(N1)N(C(C=C2)=O)C2=C(C=CC=C2F)F)C=2C=C(C(=O)NC1CC1)C=CC2C (3-[2-(4-amino-1-piperidinyl)-8-(2,6-difluorophenyl)-7-oxo-7,8-dihydropyrido[2,3-d]pyrimidin-4-yl]-N-cyclopropyl-4-methylbenzamide), solid. As a reaction SMILES: [CH:1]1([NH:4][C:5](=[O:36])[C:6]2[CH:11]=[CH:10][C:9]([CH3:12])=[C:8]([C:13]3[C:14]4[CH:26]=[CH:25][C:24](=[O:27])[N:23]([C:28]5[C:33]([F:34])=[CH:32][CH:31]=[CH:30][C:29]=5[F:35])[C:15]=4[N:16]=[C:17](S(C)(=O)=O)[N:18]=3)[CH:7]=2)[CH2:3][CH2:2]1.[NH:37]1[CH2:42][CH2:41][CH:40]([NH2:43])[CH2:39][CH2:38]1>>[NH2:43][CH:40]1[CH2:41][CH2:42][N:37]([C:17]2[N:18]=[C:13]([C:8]3[CH:7]=[C:6]([CH:11]=[CH:10][C:9]=3[CH3:12])[C:5]([NH:4][CH:1]3[CH2:3][CH2:2]3)=[O:36])[C:14]3[CH:26]=[CH:25][C:24](=[O:27])[N:23]([C:28]4[C:33]([F:34])=[CH:32][CH:31]=[CH:30][C:29]=4[F:35])[C:15]=3[N:16]=2)[CH2:38][CH2:39]1. Procedure details: The title compound is prepared from compound N-cyclopropyl-3-[8-(2,6-difluorophenyl)-2-(methylsulfonyl)-7-oxo-7,8-dihydropyrido[2,3-d]pyrimidin-4-yl]-4-methylbenzamide and 4-piperidinamine by following the General Procedure for Sulfoxide/Sulfone/Sulfone Displacement, as disclosed above. The concentrated reaction mixture is precipitated with ethyl acetate/hexanes, and filtered. The desired product is obtained as a yellow solid (75 mg, 100%) 94% pure by HPLC: LC-MS m/z 531 (M+H)+, 1.65 min (ret ti... Starting materials: N1(CCCC1)CCOC1=CC=C(C=C1)C1=C(C2=C(S1)C=CC=C2)C(=O)C2=CC=C(C=C2)F (4-fluorophenyl 2-[4-[2-(1-pyrrolidinyl)ethoxy]phenyl]benzo[b]thiophen-3-yl ketone), CN(CCO)C (2-(dimethylamino)ethanol), C(Cl)(Cl)Cl.CO.[NH4+].[OH-] (CHCl3 MeOH NH4OH). Yields the product C(C(=O)O)(=O)O.C(C(=O)O)(=O)O.N1(CCCC1)CCOC1=CC=C(C=C1)C1=C(C2=C(S1)C=CC=C2)C(=O)C2=CC=C(C=C2)OCCN(C)C (4-[2-(Dimethylamino)ethoxy]phenyl 2-[4-[2-(1-Pyrrolidinyl)ethoxy]phenyl]benzo[b]thiophen-3-yl Ketone Dioxalate). Yield: 55.0%. As a reaction SMILES: [N:1]1([CH2:6][CH2:7][O:8][C:9]2[CH:14]=[CH:13][C:12]([C:15]3[S:19][C:18]4[CH:20]=[CH:21][CH:22]=[CH:23][C:17]=4[C:16]=3[C:24]([C:26]3[CH:31]=[CH:30][C:29](F)=[CH:28][CH:27]=3)=[O:25])=[CH:11][CH:10]=2)[CH2:5][CH2:4][CH2:3][CH2:2]1.[CH3:33][N:34]([CH3:38])[CH2:35][CH2:36][OH:37].C(Cl)(Cl)Cl.[CH3:43][OH:44].[NH4+].[OH-:46]>>[C:24]([OH:25])(=[O:37])[C:43]([OH:46])=[O:44].[C:36]([OH:37])(=[O:8])[C:43]([OH:46])=[O:44].[N:1]1([CH2:6][CH2:7][O:8][C:9]2[CH:14]=[CH:13][C:12]([C:15]3[S:19][C:18]4[CH:20]=[CH:21][CH:22]=[CH:23][C:17]=4[C:16]=3[C:24]([C:26]3[CH:31]=[CH:30][C:29]([O:37][CH2:36][CH2:35][N:34]([CH3:38])[CH3:33])=[CH:28][CH:27]=3)=[O:25])=[CH:11][CH:10]=2)[CH2:5][CH2:4][CH2:3][CH2:2]1 |f:2.3.4.5,6.7.8|. Reported procedure: The title compound was prepared from 4-fluorophenyl 2-[4-[2-(1-pyrrolidinyl)ethoxy]phenyl]benzo[b]thiophen-3-yl ketone (Example 132, Part A) and 2-(dimethylamino)ethanol in 55% yield after radial chromatography (SiO2; gradient of 98:1.5:0.5 to 95:4:1 CHCl3—MeOH—NH4OH) by essentially following the procedure described in Example 132, Part B. The reactants are O1C(CCCC1)OCCOC1CCNCC1 (4-[2-(tetrahydro-2H-pyran-2-yloxy)ethoxy]piperidine), O1C(CCCC1)OCCOC1CCNCC1 (4-[2-(Tetrahydro-2H-pyran-2-yloxy)ethoxy]piperidine), CS(=O)(=O)Cl (methanesulfonyl chloride). Product: CS(=O)(=O)N1CCC(CC1)OCCOC1OCCCC1 (1-(Methylsulfonyl)-4-[2-(tetrahydro-2H-pyran-2-yloxy)ethoxy]piperidine). The yield is 79.1%. As a reaction SMILES: [O:1]1[CH2:6][CH2:5][CH2:4][CH2:3][CH:2]1[O:7][CH2:8][CH2:9][O:10][CH:11]1[CH2:16][CH2:15][NH:14][CH2:13][CH2:12]1.[CH3:17][S:18](Cl)(=[O:20])=[O:19]>>[CH3:17][S:18]([N:14]1[CH2:13][CH2:12][CH:11]([O:10][CH2:9][CH2:8][O:7][CH:2]2[CH2:3][CH2:4][CH2:5][CH2:6][O:1]2)[CH2:16][CH2:15]1)(=[O:20])=[O:19]. Procedure: Using 4-[2-(tetrahydro-2H-pyran-2-yloxy)ethoxy]piperidine (561 mg, 2.54 mmol) synthesized in (17b) and methanesulfonyl chloride (375 μL, 3.06 mmol), the desired title compound (618 mg, yield 83%) was obtained by the same method as in Reference Example 2 (2c).